This data is from the Open Reaction Database (ORD), a public repository of structured organic reaction records. The task is: describe an organic reaction: reactants, conditions, products, and yield RXN SMILES: [C:2]([N:6]([C:3](=[O:4])[O-:5])[CH:10]1[CH2:11][CH2:12][CH:13]([C:16](=[O:17])[N:18]([CH3:19])[CH3:20])[CH2:14][CH2:15]1)([CH3:7])([CH3:8])[CH3:9].[CH2:21]1[O:22][CH2:23][CH2:24][O:25][CH2:26]1.[CH3:27][OH:28].[ClH:1]>>[ClH:1].[NH2:6][CH:10]1[CH2:11][CH2:12][CH:13]([C:16](=[O:17])[N:18]([CH3:19])[CH3:20])[CH2:14][CH2:15]1. Starting materials: CN(C)C(=O)C1CCC(N(C(=O)[O-])C(C)(C)C)CC1, C1COCCO1, CO, Cl. Product: Cl, CN(C)C(=O)C1CCC(N)CC1.